Task: describe an organic reaction: reactants, conditions, products, and yield. Dataset: the Open Reaction Database (ORD), a public repository of structured organic reaction records The reactants are C(C)(C)(C)OC(=O)N1CCC(CC1)(C1=C(C=NC=C1)F)C#N (4-cyano-3′-fluoro-3,4,5,6-tetrahydro-2H-[4,4′]bipyridinyl-1-carboxylic acid tert-butyl ester), C(C)(C)(C)O[AlH-](OC(C)(C)C)OC(C)(C)C.[Li+] (lithium tri-tert-butoxyaluminohydride), solution, [OH-].[Na+] (NaOH), O (H2O). Solvent: C(C)(=O)OCC (Ethyl acetate), C1CCOC1 (THF), O1CCOCC1 (1-4-dioxane). Reaction conditions: temperature 130 celsius. Yields the product C(C)(C)(C)OC(=O)N1CCC2(CC1)CNC1=CN=CC=C12 (6-aza-spiro[indoline-3,4′-piperidine]-1′-carboxylic acid tert-butylester). The yield is 24.0%. Reaction SMILES: [C:1]([O:5][C:6]([N:8]1[CH2:13][CH2:12][C:11]([C:21]#[N:22])([C:14]2[CH:19]=[CH:18][N:17]=[CH:16][C:15]=2F)[CH2:10][CH2:9]1)=[O:7])([CH3:4])([CH3:3])[CH3:2].C(O[AlH-](OC(C)(C)C)OC(C)(C)C)(C)(C)C.[Li+].[OH-].[Na+].O>C1COCC1.O1CCOCC1.C(OCC)(=O)C>[C:1]([O:5][C:6]([N:8]1[CH2:13][CH2:12][C:11]2([C:14]3[C:19](=[CH:18][N:17]=[CH:16][CH:15]=3)[NH:22][CH2:21]2)[CH2:10][CH2:9]1)=[O:7])([CH3:4])([CH3:3])[CH3:2] |f:1.2,3.4|. Reported procedure: A mixture of 4-cyano-3′-fluoro-3,4,5,6-tetrahydro-2H-[4,4′]bipyridinyl-1-carboxylic acid tert-butyl ester (1 g) and lithium tri-tert-butoxyaluminohydride (12.7 ml), 1M solution in THF) in 1-4-dioxane (15 ml) was stirred at 130° C. (sealed tube) for 1 hr. After cooling, 1 N NaOH (100 ml) and H2O (100 ml) were added slowly at 0° C. Ethyl acetate was added to the mixture. The aqueous phase was extracted twice with ethyl acetate and the combined organic layers were washed with saturated sodium bicar... The reactants are CO, O=C(O)Cc1ccc([N+](=O)[O-])c(O)c1, O=S(=O)(O)O. Yields the product COC(=O)Cc1ccc([N+](=O)[O-])c(O)c1. RXN SMILES: [CH3:20][OH:21].[OH:1][c:2]1[cH:3][c:4]([CH2:11][C:12](=[O:13])[OH:14])[cH:5][cH:6][c:7]1[N+:8](=[O:9])[O-:10].[S:15](=[O:16])(=[O:17])([OH:18])[OH:19]>>[OH:1][c:2]1[cH:3][c:4]([CH2:11][C:12](=[O:13])[O:14][CH3:20])[cH:5][cH:6][c:7]1[N+:8](=[O:9])[O-:10]. The solvent is CO (MeOH), C(Cl)Cl (DCM). RXN SMILES: [F:1][C:2]([F:11])([F:10])[C:3]1[N:4]=[C:5]([C:8]#[N:9])[S:6][CH:7]=1.CO[Na].[NH4+:15].[Cl-]>CO.C(Cl)Cl>[F:11][C:2]([F:1])([F:10])[C:3]1[N:4]=[C:5]([C:8]([NH2:15])=[NH:9])[S:6][CH:7]=1 |f:2.3|. Reaction conditions: time 4 day. Yield: 32.0%. Product: FC(C=1N=C(SC1)C(=N)N)(F)F (4-trifluoromethyl-thiazole-2-carboxamidine). Starting materials: FC(C=1N=C(SC1)C#N)(F)F (4-trifluoromethyl-thiazole-2-carbonitrile), CO[Na] (MeONa), [NH4+].[Cl-] (NH4Cl), ice water. Reported procedure: To a solution of compound 285b (28.12 g, 1.0 eq.) in MeOH (13 mL) in an ice/water bath was added MeONa (853 mg, 0.1 eq.) portionwise. The reaction mixture was stirred in the ice/water bath for 15 min and at room temperature for 1 hr. NH4Cl (16.88 g, 2.0 eq.) was then added and the mixture was stirred at room temperature for 4 days. Solvent was removed in vacuo. The solid obtained was suspended in DCM (60 mL) and recovered by filtration. The solid was suspended in MeOH (50 mL) and filtered. The f...